Dataset: the Open Reaction Database (ORD), a public repository of structured organic reaction records. Task: describe an organic reaction: reactants, conditions, products, and yield Reactants: CC(C)(C)OC(=O)N1CCCC1COS(C)(=O)=O, CC[BH-](CC)CC, CCOC(C)=O, [Li+], C1CCOC1, O. Product: CC1CCCN1C(=O)OC(C)(C)C. Reaction SMILES: [C:1]([CH3:2])([CH3:3])([CH3:4])[O:5][C:6](=[O:7])[N:8]1[CH:9]([CH2:13][O:14][S:15]([CH3:16])(=[O:17])=[O:18])[CH2:10][CH2:11][CH2:12]1.[CH2:19]([BH-:20]([CH2:21][CH3:22])[CH2:23][CH3:24])[CH3:25].[CH3:27][CH2:28][O:29][C:30](=[O:31])[CH3:32].[Li+:26].[O:34]1[CH2:35][CH2:36][CH2:37][CH2:38]1.[OH2:33]>>[C:1]([CH3:2])([CH3:3])([CH3:4])[O:5][C:6](=[O:7])[N:8]1[CH:9]([CH3:13])[CH2:10][CH2:11][CH2:12]1. The reactants are CCN(C(C)C)C(C)C (DIPEA), FC(C1=NC2=C(N1C1=NC(=NC(=N1)N1CCOCC1)N1CCNCC1)C=CC=C2OC)F (2-(difluoromethyl)-4-methoxy-1-[4-(4-morpholinyl)-6-(1-piperazinyl)-1,3,5-triazin-2-yl]-1H-benzimidazole), N1=CC(=CC=C1)S(=O)(=O)Cl (3-pyridinesulfonyl chloride). The solvent is O (Water). Conditions: time 18.5 hour. Yields the product FC(C1=NC2=C(N1C1=NC(=NC(=N1)N1CCOCC1)N1CCN(CC1)S(=O)(=O)C=1C=NC=CC1)C=CC=C2OC)F (2-(difluoromethyl)-4-methoxy-1-{4-(4-morpholinyl)-6-[4-(3-pyridinylsulfonyl)-1-piperazinyl]-1,3,5-triazin-2-yl}-1H-benzimidazole). The yield is 86.0%. Reaction SMILES: CCN(C(C)C)C(C)C.[F:10][CH:11]([F:41])[C:12]1[N:16]([C:17]2[N:22]=[C:21]([N:23]3[CH2:28][CH2:27][O:26][CH2:25][CH2:24]3)[N:20]=[C:19]([N:29]3[CH2:34][CH2:33][NH:32][CH2:31][CH2:30]3)[N:18]=2)[C:15]2[CH:35]=[CH:36][CH:37]=[C:38]([O:39][CH3:40])[C:14]=2[N:13]=1.[N:42]1[CH:47]=[CH:46][CH:45]=[C:44]([S:48](Cl)(=[O:50])=[O:49])[CH:43]=1>O>[F:41][CH:11]([F:10])[C:12]1[N:16]([C:17]2[N:22]=[C:21]([N:23]3[CH2:24][CH2:25][O:26][CH2:27][CH2:28]3)[N:20]=[C:19]([N:29]3[CH2:34][CH2:33][N:32]([S:48]([C:44]4[CH:43]=[N:42][CH:47]=[CH:46][CH:45]=4)(=[O:50])=[O:49])[CH2:31][CH2:30]3)[N:18]=2)[C:15]2[CH:35]=[CH:36][CH:37]=[C:38]([O:39][CH3:40])[C:14]=2[N:13]=1. Reported procedure: DIPEA (0.78 mL, 4.48 mmol) was added to a mixture of 2-(difluoromethyl)-4-methoxy-1-[4-(4-morpholinyl)-6-(1-piperazinyl)-1,3,5-triazin-2-yl]-1H-benzimidazole (Example 2) (200 mg, 0.449 mmol) and 3-pyridinesulfonyl chloride (159 mg, 0.859 mmol) at room temperature under nitrogen. The reaction mixture was stirred at room temperature for 18.5 hrs. Water was added and the phases were separated. The organic phase was dried (Na2SO4) and the solvent was removed under vacuum. Chromatography on silica, e...